Dataset: the Open Reaction Database (ORD), a public repository of structured organic reaction records. Task: describe an organic reaction: reactants, conditions, products, and yield The reactants are O=C[C@H](O)[C@@H](O)[C@H](O)[C@H](O)CO.O (glucose water), [OH-].[Ca+2].[OH-] (calcium hydroxide), [H][H] (hydrogen). Yields the product OC[C@H](O)[C@@H](O)[C@H](O)[C@H](O)CO (sorbitol). Reaction SMILES: [O:1]=[CH:2][C@@H:3]([C@H:5]([C@@H:7]([C@@H:9]([CH2:11][OH:12])[OH:10])[OH:8])[OH:6])[OH:4].O.[OH-].[Ca+2].[OH-].[H][H]>>[OH:12][CH2:11][C@@H:9]([C@H:7]([C@@H:5]([C@@H:3]([CH2:2][OH:1])[OH:4])[OH:6])[OH:8])[OH:10] |f:0.1,2.3.4|. Procedure details: As shown in the drawing, a glucose-water feed solution at 10 is mixed with an alkaline promotor material at 11 such as calcium hydroxide. The resulting mixture is pressurized and passed with hydrogen from 12 through preheater 14 to fixed-bed catalytic reactor 16 for hydrogenation reaction to produce mainly sorbitol. The promotor material added at 11 should be sufficient to control pH of feedstream to range of 7-14 to prevent leaching damage to the catalyst in reactor 16. The catalyst is preferab... The product is O=C(CBr)Nc1cccc(F)c1. As a reaction SMILES: [Br:14][CH2:15][C:16](=[O:17])[Br:18].[C:1](=[O:2])([OH:3])[O-:4].[Cl:19][CH2:20][Cl:21].[NH2:6][c:7]1[cH:8][cH:9][cH:10][c:11]([F:12])[cH:13]1.[Na+:5]>>[NH:6]([c:7]1[cH:8][cH:9][cH:10][c:11]([F:12])[cH:13]1)[C:16]([CH2:15][Br:14])=[O:17]. Starting materials: O=C(Br)CBr, O=C([O-])O, ClCCl, Nc1cccc(F)c1, [Na+]. Reactants: S(=S)(=O)([O-])[O-].[Na+].[Na+] (sodium thiosulfate), C(CCC)OCCOC1=CC=C(C=C1)C=1C=CC2=C(C=C(CCN2CC(C)C)C(=O)NC2=CC=C(C=C2)SCC=2N(C=CN2)C)C1 (7-[4-(2-butoxyethoxy)phenyl]-1-isobutyl-N-[4-[[(1-methylimidazol-2-yl)methyl]sulfanyl]phenyl]-2,3-dihydro-1-benzazepine-4-carboxamide), solution, ClC1=CC(=CC=C1)C(=O)OO (3-chloroperbenzoic acid). The solvent is ClCCl (dichloromethane), ClCCl (dichloromethane). Conditions: time 30 minute. Product: C(CCC)OCCOC1=CC=C(C=C1)C=1C=CC2=C(C=C(CCN2CC(C)C)C(=O)NC2=CC=C(C=C2)S(=O)CC=2N(C=CN2)C)C1 (7-[4-(2-butoxyethoxy)phenyl]-1-isobutyl-N-[4-[[(1-methylimidazol-2-yl)methyl]sulfinyl]phenyl]-2,3-dihydro-1-benzazepine-4-carboxamide). Isolated yield 57.6%. RXN SMILES: [CH2:1]([O:5][CH2:6][CH2:7][O:8][C:9]1[CH:14]=[CH:13][C:12]([C:15]2[CH:16]=[CH:17][C:18]3[N:24]([CH2:25][CH:26]([CH3:28])[CH3:27])[CH2:23][CH2:22][C:21]([C:29]([NH:31][C:32]4[CH:37]=[CH:36][C:35]([S:38][CH2:39][C:40]5[N:41]([CH3:45])[CH:42]=[CH:43][N:44]=5)=[CH:34][CH:33]=4)=[O:30])=[CH:20][C:19]=3[CH:46]=2)=[CH:11][CH:10]=1)[CH2:2][CH2:3][CH3:4].ClC1C=CC=C(C(OO)=[O:55])C=1.S([O-])([O-])(=O)=S.[Na+].[Na+]>ClCCl>[CH2:1]([O:5][CH2:6][CH2:7][O:8][C:9]1[CH:10]=[CH:11][C:12]([C:15]2[CH:16]=[CH:17][C:18]3[N:24]([CH2:25][CH:26]([CH3:27])[CH3:28])[CH2:23][CH2:22][C:21]([C:29]([NH:31][C:32]4[CH:33]=[CH:34][C:35]([S:38]([CH2:39][C:40]5[N:41]([CH3:45])[CH:42]=[CH:43][N:44]=5)=[O:55])=[CH:36][CH:37]=4)=[O:30])=[CH:20][C:19]=3[CH:46]=2)=[CH:13][CH:14]=1)[CH2:2][CH2:3][CH3:4] |f:2.3.4|. Reported procedure: To a solution of 7-[4-(2-butoxyethoxy)phenyl]-1-isobutyl-N-[4-[[(1-methylimidazol-2-yl)methyl]sulfanyl]phenyl]-2,3-dihydro-1-benzazepine-4-carboxamide (200 mg) in dichloromethane (20 ml) was added dropwise 70% solution of 3-chloroperbenzoic acid (116 mg) in dichloromethane (20 ml) at −78° C. After finishing the dropping, an aqueous solution of sodium thiosulfate was added to the mixture, and the mixture was allowed to be at room temperature, stirred for 30 minutes, and extracted with ethyl aceta... The reactants are Clc1cc(CBr)ccc1Br, COC(=O)CCc1cccc(O)c1. Yields the product COC(=O)CCc1cccc(OCc2ccc(Br)c(Cl)c2)c1. Reaction SMILES: [Br:1][c:2]1[c:3]([Cl:10])[cH:4][c:5]([CH2:8][Br:9])[cH:6][cH:7]1.[OH:11][c:12]1[cH:13][c:14]([CH2:18][CH2:19][C:20](=[O:21])[O:22][CH3:23])[cH:15][cH:16][cH:17]1>>[Br:1][c:2]1[c:3]([Cl:10])[cH:4][c:5]([CH2:8][O:11][c:12]2[cH:13][c:14]([CH2:18][CH2:19][C:20](=[O:21])[O:22][CH3:23])[cH:15][cH:16][cH:17]2)[cH:6][cH:7]1. Reactants: ClC(Cl)Cl, ClCCl, O=C1CCC(=O)N1Br, CC1(C)OC(c2ccc3nsnc3c2)=CC1=O. The product is CC1(C)OC(c2ccc3nsnc3c2)=C(Br)C1=O. Reaction SMILES: [Cl:26][CH:27]([Cl:28])[Cl:29].[Cl:30][CH2:31][Cl:32].[O:18]=[C:19]1[N:20]([Br:25])[C:21](=[O:22])[CH2:23][CH2:24]1.[n:1]1[s:2][n:3][c:4]2[c:5]1[cH:6][cH:7][c:8]([C:10]1=[CH:11][C:12](=[O:17])[C:13]([CH3:15])([CH3:16])[O:14]1)[cH:9]2>>[n:1]1[s:2][n:3][c:4]2[c:5]1[cH:6][cH:7][c:8]([C:10]1=[C:11]([Br:25])[C:12](=[O:17])[C:13]([CH3:15])([CH3:16])[O:14]1)[cH:9]2. The reactants are O=C([O-])[O-], CN(C)C=O, CC(C)(O)CCl, ClCCl, [K+], [K+], O, O=C(C1CC1)N1CCC(Cc2n[nH]c(=O)n2-c2ccc(-c3ccc4occc4c3)cc2)C1. Yields the product CC(C)(O)Cn1nc(CC2CCN(C(=O)C3CC3)C2)n(-c2ccc(-c3ccc4occc4c3)cc2)c1=O. Reaction SMILES: [C:33](=[O:34])([O-:35])[O-:36].[CH3:48][N:49]([CH3:50])[CH:51]=[O:52].[Cl:39][CH2:40][C:41]([CH3:42])([OH:43])[CH3:44].[Cl:45][CH2:46][Cl:47].[K+:37].[K+:38].[OH2:53].[o:1]1[cH:2][cH:3][c:4]2[c:5]1[cH:6][cH:7][c:8](-[c:10]1[cH:11][cH:12][c:13](-[n:16]3[c:17](=[O:32])[nH:18][n:19][c:20]3[CH2:21][CH:22]3[CH2:23][N:24]([C:27](=[O:28])[CH:29]4[CH2:30][CH2:31]4)[CH2:25][CH2:26]3)[cH:14][cH:15]1)[cH:9]2>>[o:1]1[cH:2][cH:3][c:4]2[c:5]1[cH:6][cH:7][c:8](-[c:10]1[cH:11][cH:12][c:13](-[n:16]3[c:17](=[O:32])[n:18]([CH2:40][C:41]([CH3:42])([OH:43])[CH3:44])[n:19][c:20]3[CH2:21][CH:22]3[CH2:23][N:24]([C:27](=[O:28])[CH:29]4[CH2:30][CH2:31]4)[CH2:25][CH2:26]3)[cH:14][cH:15]1)[cH:9]2. Starting materials: C(CCC)[Li] (n-butyllithium), BrC1=CC=C(C=C1)Cl (4-bromochlorobenzene), C(C1=CC(=CC=C1)OC)=O (m-anisaldehyde). Run in CCCCCC (hexane), O1CCCC1 (tetrahydrofuran). Reaction conditions: time 15 minute. Yields the product ClC1=CC=C(C(C2=CC(=CC=C2)OC)O)C=C1 (4-chloro-α-(3-methoxyphenyl)benzyl alcohol). Isolated yield 99.3%. Reaction SMILES: Br[C:2]1[CH:7]=[CH:6][C:5]([Cl:8])=[CH:4][CH:3]=1.C([Li])CCC.[CH:14](=[O:23])[C:15]1[CH:20]=[CH:19][CH:18]=[C:17]([O:21][CH3:22])[CH:16]=1>O1CCCC1.CCCCCC>[Cl:8][C:5]1[CH:6]=[CH:7][C:2]([CH:14]([OH:23])[C:15]2[CH:20]=[CH:19][CH:18]=[C:17]([O:21][CH3:22])[CH:16]=2)=[CH:3][CH:4]=1. Reported procedure: A solution of 35.0 g (183 mmole) of 4-bromochlorobenzene in 300 ml of dry tetrahydrofuran was cooled to -78° C. under nitrogen and 115 ml (183 mmole) of 1.59 M n-butyllithium in hexane was added dropwise at a rate to maintain temperature below -60° C. After stirring an additional 15 minutes, 23.0 ml (183 mmole) of m-anisaldehyde was added dropwise and the reaction was stirred for 15 minutes. The reaction was quenched at -78° C. with saturated aqueous ammonium chloride and allowed to warm to room... Yields the product CCCCCCCC(C=CC1C(O)CC2OC(=O)CC21)OC1CCCCO1. Starting materials: O=C([O-])[O-], CO, [K+], [K+], CCCCCCCC(C=CC1C(OC(=O)c2ccc(-c3ccccc3)cc2)CC2OC(=O)CC21)OC1CCCCO1. Reaction SMILES: [C:42](=[O:43])([O-:44])[O-:45].[CH3:48][OH:49].[K+:46].[K+:47].[c:1]1(-[c:2]2[cH:3][cH:4][c:5]([C:6](=[O:7])[O:13][CH:14]3[CH:15]([CH:23]=[CH:24][CH:25]([CH2:26][CH2:27][CH2:28][CH2:29][CH2:30][CH2:31][CH3:32])[O:33][CH:34]4[O:35][CH2:36][CH2:37][CH2:38][CH2:39]4)[CH:16]4[CH2:17][C:18](=[O:22])[O:19][CH:20]4[CH2:21]3)[cH:8][cH:9]2)[cH:10][cH:11][cH:12][cH:40][cH:41]1>>[OH:13][CH:14]1[CH:15]([CH:23]=[CH:24][CH:25]([CH2:26][CH2:27][CH2:28][CH2:29][CH2:30][CH2:31][CH3:32])[O:33][CH:34]2[O:35][CH2:36][CH2:37][CH2:38][CH2:39]2)[CH:16]2[CH2:17][C:18](=[O:22])[O:19][CH:20]2[CH2:21]1. Reactants: Cl, Nc1ncc(-c2ccnc(F)c2)c(-c2ccco2)n1, [Na+], [OH-]. The product is Nc1ncc(-c2cc[nH]c(=O)c2)c(-c2ccco2)n1. Reaction SMILES: [ClH:22].[F:1][c:2]1[n:3][cH:4][cH:5][c:6](-[c:8]2[c:9](-[c:15]3[o:16][cH:17][cH:18][cH:19]3)[n:10][c:11]([NH2:14])[n:12][cH:13]2)[cH:7]1.[Na+:21].[OH-:20]>>[c:2]1(=[O:20])[nH:3][cH:4][cH:5][c:6](-[c:8]2[c:9](-[c:15]3[o:16][cH:17][cH:18][cH:19]3)[n:10][c:11]([NH2:14])[n:12][cH:13]2)[cH:7]1.